Dataset: the Open Reaction Database (ORD), a public repository of structured organic reaction records. Task: describe an organic reaction: reactants, conditions, products, and yield Starting materials: BrC1=CC(=C(C(=C1)C)C=1C(C(CC1OC)CC1=NC=CC=C1)=O)C (rac-2-(4-bromo-2,6-dimethylphenyl)-3-methoxy-5-pyridin-2-ylmethylcyclopent-2-enone), [F-].[Cs+] (cesium fluoride), C(#C)[Sn](CCCC)(CCCC)CCCC (ethynyltributylstannane). Reagents/catalysts: [Cu]I (copper(I) iodide), C1=CC=C(C=C1)P([C-]2C=CC=C2)C3=CC=CC=C3.C1=CC=C(C=C1)P([C-]2C=CC=C2)C3=CC=CC=C3.Cl[Pd]Cl.[Fe+2] ([1,1′-bis(diphenylphosphino)ferrocene]dichloropalladium(II)). Solvent: CN(C=O)C (N,N-dimethylformamide). Reaction conditions: temperature 110 celsius. Yields the product C(#C)C1=CC(=C(C(=C1)C)C=1C(C(CC1OC)CC1=NC=CC=C1)=O)C (rac-2-(4-ethynyl-2,6-dimethylphenyl)-3-methoxy-5-pyridin-2-ylmethylcyclopent-2-enone). Reaction SMILES: Br[C:2]1[CH:7]=[C:6]([CH3:8])[C:5]([C:9]2[C:10](=[O:23])[CH:11]([CH2:16][C:17]3[CH:22]=[CH:21][CH:20]=[CH:19][N:18]=3)[CH2:12][C:13]=2[O:14][CH3:15])=[C:4]([CH3:24])[CH:3]=1.[F-].[Cs+].[C:27]([Sn](CCCC)(CCCC)CCCC)#[CH:28]>CN(C)C=O.[Cu]I.C1C=CC(P(C2C=CC=CC=2)[C-]2C=CC=C2)=CC=1.C1C=CC(P(C2C=CC=CC=2)[C-]2C=CC=C2)=CC=1.Cl[Pd]Cl.[Fe+2]>[C:27]([C:2]1[CH:7]=[C:6]([CH3:8])[C:5]([C:9]2[C:10](=[O:23])[CH:11]([CH2:16][C:17]3[CH:22]=[CH:21][CH:20]=[CH:19][N:18]=3)[CH2:12][C:13]=2[O:14][CH3:15])=[C:4]([CH3:24])[CH:3]=1)#[CH:28] |f:1.2,6.7.8.9|. Procedure details: To a mixture of rac-2-(4-bromo-2,6-dimethylphenyl)-3-methoxy-5-pyridin-2-ylmethylcyclopent-2-enone (0.50 g, 1.29 mmol), cesium fluoride (0.39 g, 2.59 mmol) and copper(I) iodide (0.025 g, 0.129 mmol) in N,N-dimethylformamide (5.0 ml) is added [1,1′-bis(diphenylphosphino)ferrocene]dichloropalladium(II) (0.053 g, 0.065 mmol) and ethynyltributylstannane (1.22 g, 3.88 mmol). The reaction mixture is heated at 110°C. under microwave irradiation for 60 mins, then allowed to cool to room temperature and ... The reactants are CC1(C)C2CCC1(CS(=O)(=O)O)C(=O)C2, Cc1ccccc1, CCO, O=C(Cc1ccc(F)cc1)N=C=S, CN(C)CCN1CCN(C(=O)Nc2cc(Oc3ccc(N)cc3F)ncn2)CC1. The product is CN(C)CCN1CCN(C(=O)Nc2cc(Oc3ccc(NC(=S)NC(=O)Cc4ccc(F)cc4)cc3F)ncn2)CC1. As a reaction SMILES: [C:43]12([CH2:44][S:45]([OH:46])(=[O:47])=[O:48])[C:49]([CH3:50])([CH3:51])[CH:52]([CH2:53][CH2:54]1)[CH2:55][C:56]2=[O:57].[CH3:58][c:59]1[cH:60][cH:61][cH:62][cH:63][cH:64]1.[CH3:65][CH2:66][OH:67].[F:1][c:2]1[cH:3][cH:4][c:5]([CH2:8][C:9](=[O:10])[N:11]=[C:12]=[S:13])[cH:6][cH:7]1.[NH2:14][c:15]1[cH:16][c:17]([F:42])[c:18]([O:19][c:20]2[n:21][cH:22][n:23][c:24]([NH:26][C:27](=[O:28])[N:29]3[CH2:30][CH2:31][N:32]([CH2:35][CH2:36][N:37]([CH3:38])[CH3:39])[CH2:33][CH2:34]3)[cH:25]2)[cH:40][cH:41]1>>[F:1][c:2]1[cH:3][cH:4][c:5]([CH2:8][C:9](=[O:10])[NH:11][C:12](=[S:13])[NH:14][c:15]2[cH:16][c:17]([F:42])[c:18]([O:19][c:20]3[n:21][cH:22][n:23][c:24]([NH:26][C:27](=[O:28])[N:29]4[CH2:30][CH2:31][N:32]([CH2:35][CH2:36][N:37]([CH3:38])[CH3:39])[CH2:33][CH2:34]4)[cH:25]3)[cH:40][cH:41]2)[cH:6][cH:7]1.